This data is from the Open Reaction Database (ORD), a public repository of structured organic reaction records. The task is: describe an organic reaction: reactants, conditions, products, and yield Reaction conditions: time 1.5 hour. Procedure details: To a solution of benzhydryl 7-tert-butoxycarbonylamino-3-iodomethyl-3-cephem-4-carboxylate-1-oxide (4.3 g) in dimethylformamide (70 ml) was added 1-methylpyrrolidine (0.63 g) at 0° C. The mixture was stirred for 1.5 hours under ice-cooling and poured into a mixture of ethyl acetate (700 ml) and ice-water (350 ml). The separated organic layer was washed with water, brine and dried over magnesium sulfate. The solvent was distilled off and the residue was pulverized in diisopropyl ether, collected ... The solvent is CN(C=O)C (dimethylformamide). Reactants: C(C)(C)(C)OC(=O)NC1[C@@H]2N(C(=C(CS2=O)CI)C(=O)OC(C2=CC=CC=C2)C2=CC=CC=C2)C1=O (benzhydryl 7-tert-butoxycarbonylamino-3-iodomethyl-3-cephem-4-carboxylate-1-oxide), CN1CCCC1 (1-methylpyrrolidine), C(C)(=O)OCC (ethyl acetate), ice water. The yield is 88.0%. Reaction SMILES: [C:1]([O:5][C:6]([NH:8][CH:9]1[C:35](=[O:36])[N:11]2[C:12]([C:19]([O:21][CH:22]([C:29]3[CH:34]=[CH:33][CH:32]=[CH:31][CH:30]=3)[C:23]3[CH:28]=[CH:27][CH:26]=[CH:25][CH:24]=3)=[O:20])=[C:13]([CH2:17][I:18])[CH2:14][S:15](=[O:16])[C@H:10]12)=[O:7])([CH3:4])([CH3:3])[CH3:2].[CH3:37][N:38]1[CH2:42][CH2:41][CH2:40][CH2:39]1.C(OCC)(=O)C>CN(C)C=O>[I-:18].[C:1]([O:5][C:6]([NH:8][CH:9]1[C:35](=[O:36])[N:11]2[C:12]([C:19]([O:21][CH:22]([C:29]3[CH:34]=[CH:33][CH:32]=[CH:31][CH:30]=3)[C:23]3[CH:28]=[CH:27][CH:26]=[CH:25][CH:24]=3)=[O:20])=[C:13]([CH2:17][N+:38]3([CH3:37])[CH2:42][CH2:41][CH2:40][CH2:39]3)[CH2:14][S:15](=[O:16])[C@H:10]12)=[O:7])([CH3:4])([CH3:3])[CH3:2] |f:4.5|. Product: [I-].C(C)(C)(C)OC(=O)NC1[C@@H]2N(C(=C(CS2=O)C[N+]2(CCCC2)C)C(=O)OC(C2=CC=CC=C2)C2=CC=CC=C2)C1=O (benzhydryl 7-tert-butoxycarbonylamino-3-(1-methyl-1-pyrrolidinio)methyl-3-cephem-4-carboxylate-1-oxide iodide).